From a dataset of the Open Reaction Database (ORD), a public repository of structured organic reaction records. describe an organic reaction: reactants, conditions, products, and yield Starting materials: C[O-].[Na+] (Sodium methoxide), CC(C)(C)C1=CC=C(C=C1)S(=O)(=O)NC2=C(C(=NC(=N2)C3=NC=CC=N3)OCCO)OC4=CC=CC=C4OC.O (bosentan monohydrate), C(C)(=O)OCC (Ethyl acetate). Solvent: CO (methanol). Run at temperature 55 celsius, time 30 minute. The product is CC(C)(C)C=1C=CC(=CC1)S(=O)(=O)[N-]C=2C(=C(N=C(N2)C=3N=CC=CN3)OCCO)OC=4C=CC=CC4OC.[Na+] (Bosentan Sodium). RXN SMILES: C[O-].[Na+:3].[CH3:4][C:5]([C:8]1[CH:13]=[CH:12][C:11]([S:14]([NH:17][C:18]2[N:23]=[C:22]([C:24]3[N:29]=[CH:28][CH:27]=[CH:26][N:25]=3)[N:21]=[C:20]([O:30][CH2:31][CH2:32][OH:33])[C:19]=2[O:34][C:35]2[C:40]([O:41][CH3:42])=[CH:39][CH:38]=[CH:37][CH:36]=2)(=[O:16])=[O:15])=[CH:10][CH:9]=1)([CH3:7])[CH3:6].O.C(OCC)(=O)C>CO>[CH3:7][C:5]([C:8]1[CH:13]=[CH:12][C:11]([S:14]([N-:17][C:18]2[C:19]([O:34][C:35]3[CH:36]=[CH:37][CH:38]=[CH:39][C:40]=3[O:41][CH3:42])=[C:20]([O:30][CH2:31][CH2:32][OH:33])[N:21]=[C:22]([C:24]3[N:25]=[CH:26][CH:27]=[CH:28][N:29]=3)[N:23]=2)(=[O:15])=[O:16])=[CH:10][CH:9]=1)([CH3:4])[CH3:6].[Na+:3] |f:0.1,2.3,6.7|. Procedure details: Sodium methoxide solution (30% methanolic solution; 3.9 mL) was added to a mixture of bosentan monohydrate (5 g) in methanol (15 mL). Ethyl acetate (80 mL) was added to the reaction mixture. The reaction mixture was heated to 55° C. and stirred for 30 minutes at 55° C. The reaction mixture was cooled to 25° C. The reaction mixture was stirred for 1.5 hours and the solid was filtered at 10° C. to 15° C., washed with a mixture of ethyl acetate (4 mL) and methanol (1 mL). The wet material obtained ... Reactants: CC(=O)OC(C)(C)CNC(=O)C(Cc1ccccc1)N(C)C(=O)C(Cc1ccc2ccccc2c1)N(C)C(=O)OC(C)(C)C, ClCCl, O=C(O)C(F)(F)F. Yields the product CNC(Cc1ccc2ccccc2c1)C(=O)N(C)C(Cc1ccccc1)C(=O)NCC(C)(C)OC(C)=O. Reaction SMILES: [C:1]([CH3:2])(=[O:3])[O:4][C:5]([CH2:6][NH:7][C:8]([CH:9]([CH2:10][c:11]1[cH:12][cH:13][cH:14][cH:15][cH:16]1)[N:17]([CH3:18])[C:19]([CH:20]([CH2:21][c:22]1[cH:23][c:24]2[cH:25][cH:26][cH:27][cH:28][c:29]2[cH:30][cH:31]1)[N:32]([CH3:33])[C:34]([O:35][C:36]([CH3:37])([CH3:38])[CH3:39])=[O:40])=[O:41])=[O:42])([CH3:43])[CH3:44].[Cl:52][CH2:53][Cl:54].[OH:45][C:46]([C:47]([F:48])([F:49])[F:50])=[O:51]>>[C:1]([CH3:2])(=[O:3])[O:4][C:5]([CH2:6][NH:7][C:8]([CH:9]([CH2:10][c:11]1[cH:12][cH:13][cH:14][cH:15][cH:16]1)[N:17]([CH3:18])[C:19]([CH:20]([CH2:21][c:22]1[cH:23][c:24]2[cH:25][cH:26][cH:27][cH:28][c:29]2[cH:30][cH:31]1)[NH:32][CH3:33])=[O:41])=[O:42])([CH3:43])[CH3:44]. Reactants: CS(=O)(=O)OCCOC1=C(C=CC=C1)OCC(C)C (2-[2-(2-methylprop-1-yloxy)phenoxy]ethyl methanesulfonate), ClC=1C=C2C(=CNC2=CC1)CC(C)(C)N ([2-(5-chloro-1H-indol-3-yl)-1,1-dimethylethyl]amine), ClC=1C=C2C(=C(NC2=CC1)C)CC(C)(C)N ([2-(5-chloro-2-methyl-1H-indol-3-yl)-1,1-dimethylethyl]amine). Yields the product Cl.ClC=1C=C2C(=C(NC2=CC1)C)CC(C)(C)NCCOC1=C(C=CC=C1)OCC(C)C ([2-(5-chloro-2-methyl-1H-indol-3-yl)-1,1-dimethylethyl]{2-[2-(2-methylprop-1-yloxy)phenoxy]ethyl}amine hydrochloride). RXN SMILES: CS(O[CH2:6][CH2:7][O:8][C:9]1[CH:14]=[CH:13][CH:12]=[CH:11][C:10]=1[O:15][CH2:16][CH:17]([CH3:19])[CH3:18])(=O)=O.[Cl:20]C1C=C2C(=CC=1)NC=C2CC(N)(C)C.[Cl:35][C:36]1[CH:37]=[C:38]2[C:42](=[CH:43][CH:44]=1)[NH:41][C:40]([CH3:45])=[C:39]2[CH2:46][C:47]([NH2:50])([CH3:49])[CH3:48]>>[ClH:20].[Cl:35][C:36]1[CH:37]=[C:38]2[C:42](=[CH:43][CH:44]=1)[NH:41][C:40]([CH3:45])=[C:39]2[CH2:46][C:47]([NH:50][CH2:6][CH2:7][O:8][C:9]1[CH:14]=[CH:13][CH:12]=[CH:11][C:10]=1[O:15][CH2:16][CH:17]([CH3:18])[CH3:19])([CH3:48])[CH3:49] |f:3.4|. Procedure: Proceeding as in Example 3, but replacing 2-[2-(cyclopropylmethyloxy)phenoxy]ethyl methanesulfonate with 2-[2-(2-methylprop-1-yloxy)phenoxy]ethyl methanesulfonate and [2-(5-chloro-1H-indol-3-yl)-1,1-dimethylethyl]amine with [2-(5-chloro-2-methyl-1H-indol-3-yl)-1,1-dimethylethyl]amine, gave [2-(5-chloro-2-methyl-1H-indol-3-yl)-1,1-dimethylethyl]{2-[2-(2-methylprop-1-yloxy)phenoxy]ethyl}amine hydrochloride, m.p. 202°-204° C. The reactants are C(CCC)OC1=CC=C(C=O)C=C1 (p-butoxybenzaldehyde), BrC1=C(C=CC(=C1)CP(OCC)(=O)OCC)CP(OCC)(=O)OCC (tetraethyl 2-bromo-α,α′-p-xylenebisphosphonate), solution, CC(C)(C)[O-].[K+] (KOtBu). Solvent: C1CCOC1 (THF), C1CCOC1 (THF). Product: BrC1=C(C=CC(=C1)\C=C\C1=CC=C(C=C1)OCCCC)\C=C\C1=CC=C(C=C1)OCCCC (2-bromo-E,E-1,4-bis[p-n-butoxystyryl]benzene). Reaction SMILES: [CH2:1]([O:5][C:6]1[CH:13]=[CH:12][C:9]([CH:10]=O)=[CH:8][CH:7]=1)[CH2:2][CH2:3][CH3:4].[Br:14][C:15]1[CH:20]=[C:19]([CH2:21]P(OCC)(=O)OCC)[CH:18]=[CH:17][C:16]=1[CH2:30]P(OCC)(=O)OCC.[CH3:39][C:40]([O-:43])(C)[CH3:41].[K+]>C1COCC1>[Br:14][C:15]1[CH:20]=[C:19](/[CH:21]=[CH:10]/[C:9]2[CH:12]=[CH:13][C:6]([O:5][CH2:1][CH2:2][CH2:3][CH3:4])=[CH:7][CH:8]=2)[CH:18]=[CH:17][C:16]=1/[CH:30]=[CH:12]/[C:9]1[CH:10]=[CH:41][C:40]([O:43][CH2:1][CH2:2][CH2:3][CH3:4])=[CH:39][CH:8]=1 |f:2.3|. Procedure details: To a solution of p-butoxybenzaldehyde (71) (2.0 g, 11.2 mmol) and tetraethyl 2-bromo-α,α′-p-xylenebisphosphonate (70) (2.55 g,. 5.5 mmol) in dry THF (70 ml) at 0° C. was added 12 ml of 1 M solution of KOtBu in THF. After 2 hours the reaction was quenched by addition of 70 ml of methanol. A light yellow solid was collected by filtration and washed three times with methanol to afford NMR-pure product in 2.36 g (84.5%) yield.1H NMR (CDCl3, 500 MHz) δppm: 7.70 (s, 1H), 7.62 (d, J=8.5 Hz, 1H), 7.47 (... The reactants are CC(C)(C)c1csc(N)n1, COc1cccc(C=Cc2nc3sccn3c2C(=O)O)c1OCC(C)(C)C, CCN=C=NCCCN(C)C, CN(C)c1ccncc1, ClCCl, Cl, CN(C)C=O. Yields the product COc1cccc(C=Cc2nc3sccn3c2C(=O)Nc2nc(C(C)(C)C)cs2)c1OCC(C)(C)C. RXN SMILES: [C:28]([CH3:29])([CH3:30])([CH3:31])[c:32]1[n:33][c:34]([NH2:37])[s:35][cH:36]1.[CH3:1][C:2]([CH2:3][O:4][c:5]1[c:6]([CH:13]=[CH:14][c:15]2[n:16][c:17]3[s:18][cH:19][cH:20][n:21]3[c:22]2[C:23](=[O:24])[OH:25])[cH:7][cH:8][cH:9][c:10]1[O:11][CH3:12])([CH3:26])[CH3:27].[CH3:38][CH2:39][N:40]=[C:41]=[N:42][CH2:43][CH2:44][CH2:45][N:46]([CH3:47])[CH3:48].[CH3:50][N:51]([c:52]1[cH:53][cH:54][n:55][cH:56][cH:57]1)[CH3:58].[Cl:59][CH2:60][Cl:61].[ClH:49].[O:62]=[CH:63][N:64]([CH3:65])[CH3:66]>>[CH3:1][C:2]([CH2:3][O:4][c:5]1[c:6]([CH:13]=[CH:14][c:15]2[n:16][c:17]3[s:18][cH:19][cH:20][n:21]3[c:22]2[C:23](=[O:25])[NH:37][c:34]2[n:33][c:32]([C:28]([CH3:29])([CH3:30])[CH3:31])[cH:36][s:35]2)[cH:7][cH:8][cH:9][c:10]1[O:11][CH3:12])([CH3:26])[CH3:27]. The reactants are C1(=CC=CC=C1)C(CNC(OC(C)(C)C)=O)C1=CN=NC=C1 (tert-butyl (2-phenyl-2-(pyridazin-4-yl)ethyl)carbamate). Run in C(Cl)Cl (DCM), C(=O)(C(F)(F)F)O (TFA). The product is C1(=CC=CC=C1)C(CN)C1=CN=NC=C1 (2-phenyl-2-(pyridazin-4-yl)ethanamine). RXN SMILES: [C:1]1([CH:7]([C:17]2[CH:22]=[CH:21][N:20]=[N:19][CH:18]=2)[CH2:8][NH:9]C(=O)OC(C)(C)C)[CH:6]=[CH:5][CH:4]=[CH:3][CH:2]=1>C(Cl)Cl.C(O)(C(F)(F)F)=O>[C:1]1([CH:7]([C:17]2[CH:22]=[CH:21][N:20]=[N:19][CH:18]=2)[CH2:8][NH2:9])[CH:6]=[CH:5][CH:4]=[CH:3][CH:2]=1. Reported procedure: A solution of tert-butyl (2-phenyl-2-(pyridazin-4-yl)ethyl)carbamate (120 mg, 0.40 mmol) in DCM (2 ml) and TFA(2 ml) was stirred at room temperature for 4 hours. The solvent was removed under reduced pressure and the residue was diluted with sat.aq Na2CO3 to adjust pH=9-10, then, extracted with AcOEt (3×30 ml), the combined organic layer was washed with brine, dried over Na2SO4 and concentrated to get the 2-phenyl-2-(pyridazin-4-yl)ethanamine(crude 80 mg), which was used for next step directly.